Dataset: the Open Reaction Database (ORD), a public repository of structured organic reaction records. Task: describe an organic reaction: reactants, conditions, products, and yield Starting materials: CCOCC, CC(C)=O, COc1c(Cl)cc(F)cc1C(C)O, O=[Cr](=O)([O-])Cl, c1cc[nH+]cc1. Yields the product COc1c(Cl)cc(F)cc1C(C)=O. RXN SMILES: [CH3:25][CH2:26][O:27][CH2:28][CH3:29].[CH3:30][C:31](=[O:32])[CH3:33].[F:1][c:2]1[cH:3][c:4]([Cl:13])[c:5]([O:11][CH3:12])[c:6]([CH:8]([CH3:9])[OH:10])[cH:7]1.[O:14]=[Cr:15]([Cl:16])([O-:17])=[O:18].[nH+:19]1[cH:20][cH:21][cH:22][cH:23][cH:24]1>>[F:1][c:2]1[cH:3][c:4]([Cl:13])[c:5]([O:11][CH3:12])[c:6]([C:8]([CH3:9])=[O:10])[cH:7]1. Starting materials: CS(=O)(=O)Cl (methanesulfonyl chloride), O[C@H]1C[C@@H]2CC[C@H]3[C@@H]4CC[C@H](C(CO)=O)[C@]4(CC[C@@H]3[C@]2(C[C@@H]1N1CC(OCC1)(C)C)C)C ((2β,3α,5α)-3,21-dihydroxy-2-(2,2-dimethyl-4-morpholinyl)pregnan-20-one), C([O-])([O-])=O.[Na+].[Na+] (sodium carbonate), O (water). Run in N1=CC=CC=C1 (pyridine), N1=CC=CC=C1 (pyridine). Run at temperature -25 celsius, time 1.5 hour. The product is O[C@H]1C[C@@H]2CC[C@H]3[C@@H]4CC[C@H](C(COS(=O)(=O)C)=O)[C@]4(CC[C@@H]3[C@]2(C[C@@H]1N1CC(OCC1)(C)C)C)C ((2β,3α,5α)-3-hydroxy-2-(2,2-dimethyl-4-morpholinyl)-21-[(methylsulfonyl)oxy]pregnan-20-one). As a reaction SMILES: [CH3:1][S:2](Cl)(=[O:4])=[O:3].[OH:6][C@@H:7]1[C@@H:27]([N:28]2[CH2:33][CH2:32][O:31][C:30]([CH3:35])([CH3:34])[CH2:29]2)[CH2:26][C@@:25]2([CH3:36])[C@@H:9]([CH2:10][CH2:11][C@@H:12]3[C@@H:24]2[CH2:23][CH2:22][C@@:21]2([CH3:37])[C@H:13]3[CH2:14][CH2:15][C@@H:16]2[C:17](=[O:20])[CH2:18][OH:19])[CH2:8]1.O.C(=O)([O-])[O-].[Na+].[Na+]>N1C=CC=CC=1>[OH:6][C@@H:7]1[C@@H:27]([N:28]2[CH2:33][CH2:32][O:31][C:30]([CH3:35])([CH3:34])[CH2:29]2)[CH2:26][C@@:25]2([CH3:36])[C@@H:9]([CH2:10][CH2:11][C@@H:12]3[C@@H:24]2[CH2:23][CH2:22][C@@:21]2([CH3:37])[C@H:13]3[CH2:14][CH2:15][C@@H:16]2[C:17](=[O:20])[CH2:18][O:19][S:2]([CH3:1])(=[O:4])=[O:3])[CH2:8]1 |f:3.4.5|. Procedure: A solution of methanesulfonyl chloride (2.48 ml) in dry pyridine (9.6 ml) was added to a solution of the 3,21-dihydroxy compound of Example 9 (3.26 g) in dry pyridine (33 ml) at -25° C. over ca. 5 min. The solution was stirred at -25° C. for 1.5 h and poured into water (400 ml). Aqueous sodium carbonate was added until the pH exceeded 9 and the precipitated solid was filtered off and dissolved in dichloromethane. The solution was dried over sodium sulfate and the solvent was removed under reduce...